This data is from the Open Reaction Database (ORD), a public repository of structured organic reaction records. The task is: describe an organic reaction: reactants, conditions, products, and yield The reactants are C(C1=CC=CC=C1)C1(C(OCC1)=O)O (3-Benzyl-3-hydroxy-dihydro-furan-2-one), N[C@@H](C(C)(C)C)C(=O)NC (H-tLeu-NHMe), N1C(C=CC=C1)=O (2-pyridone). The solvent is ClCCCl (1,2-dichloroethane). Reaction conditions: temperature 80 celsius. The product is C(C1=CC=CC=C1)[C@@](C(=O)N[C@@H](C(C)(C)C)C(NC)=O)(CCO)O ((2S)-2-Benzyl-N-((1S)-2,2-dimethyl-1-methylcarbamoyl-propyl)-2,4-dihydroxy-butyramide), C(C1=CC=CC=C1)[C@](C(=O)N[C@@H](C(C)(C)C)C(NC)=O)(CCO)O ((2R)-2-Benzyl-N-((1S)-2,2-dimethyl-1-methylcarbamoyl-propyl)-2,4-dihydroxy-butyramide). The yield is 38.0%. As a reaction SMILES: [CH2:1]([C:8]1([OH:14])[CH2:12][CH2:11][O:10][C:9]1=[O:13])[C:2]1[CH:7]=[CH:6][CH:5]=[CH:4][CH:3]=1.[NH2:15][C@H:16]([C:21]([NH:23][CH3:24])=[O:22])[C:17]([CH3:20])([CH3:19])[CH3:18].N1C=CC=CC1=O>ClCCCl>[CH2:1]([C@:8]([OH:14])([CH2:12][CH2:11][OH:10])[C:9]([NH:15][C@H:16]([C:21](=[O:22])[NH:23][CH3:24])[C:17]([CH3:20])([CH3:19])[CH3:18])=[O:13])[C:2]1[CH:7]=[CH:6][CH:5]=[CH:4][CH:3]=1.[CH2:1]([C@@:8]([OH:14])([CH2:12][CH2:11][OH:10])[C:9]([NH:15][C@H:16]([C:21](=[O:22])[NH:23][CH3:24])[C:17]([CH3:20])([CH3:19])[CH3:18])=[O:13])[C:2]1[CH:7]=[CH:6][CH:5]=[CH:4][CH:3]=1. Procedure: 3-Benzyl-3-hydroxy-dihydro-furan-2-one (21c) (0.961 g, 5.00 mmol), H-tLeu-NHMe (1.80 g, 12.5 mmol) and 2-pyridone (0.476 g, 5.0 mmol) was suspended in 10 mL 1,2-dichloroethane in a reaction tube. The vessel was sealed with a screw cap and heated in a metal heating block at 80° C. for 24 h. The solvent was evaporated and the residue was re-dissolved in the least amount of 25% acetonitrile in water and the mixture was purified and the diastereomers separated by column chromatography using RP(C-18)... Reactants: C(C)O (ethanol), NC1=CC=C(C(=O)N(C)C2CN(CC2)C2CCCCC2)C=C1 (4-amino-N-(1-cyclohexyl-3-pyrrolidinyl)-N-methylbenzamide), C(C(O)CC(=O)O)(=O)O ((-)-malic acid). Solvent: O (water). Product: C(C(O)CC(=O)O)(=O)O.NC1=CC=C(C(=O)N(C)C2CN(CC2)C2CCCCC2)C=C1 ((-)-4-Amino-N-(1-cyclohexyl-3-pyrrolidinyl)-N-methylbenzamide Malate). Reaction SMILES: C(O)C.[NH2:4][C:5]1[CH:25]=[CH:24][C:8]([C:9]([N:11]([CH:13]2[CH2:17][CH2:16][N:15]([CH:18]3[CH2:23][CH2:22][CH2:21][CH2:20][CH2:19]3)[CH2:14]2)[CH3:12])=[O:10])=[CH:7][CH:6]=1.[C:26]([OH:34])(=[O:33])[CH:27]([CH2:29][C:30]([OH:32])=[O:31])[OH:28]>O>[C:26]([OH:34])(=[O:33])[CH:27]([CH2:29][C:30]([OH:32])=[O:31])[OH:28].[NH2:4][C:5]1[CH:6]=[CH:7][C:8]([C:9]([N:11]([CH:13]2[CH2:17][CH2:16][N:15]([CH:18]3[CH2:23][CH2:22][CH2:21][CH2:20][CH2:19]3)[CH2:14]2)[CH3:12])=[O:10])=[CH:24][CH:25]=1 |f:4.5|. Procedure details: An ethanol solution containing 20.0 g. (0.067 mole) of 4-amino-N-(1-cyclohexyl-3-pyrrolidinyl)-N-methylbenzamide was treated with 4.94 g. (0.037 mole) of (-)-malic acid and the solution was refrigerated overnight. The crystalline material which separate (m.p. 147°-157° C. ) was recrystallized twice from ethanol to give 5.0 g. crystals which melted at 161°-163° C. Rotation [α]D30 : -22.65 (water). The reactants are ICCC1=CC=C(C=C1)C(CCCCC1=CC=CC=C1)=O (1-[4-(2-iodoethyl)phenyl]-5-phenylpentan-1-one), C(C)(=O)NC(C(=O)OCC)C(=O)OCC (diethyl 2-acetamidomalonate), [O-]CC.[Na+] (sodium ethoxide), 3A, O (water). Run in O1CCCC1 (tetrahydrofuran), C(C)O (ethanol). Reaction conditions: time 10 minute. Yields the product C(C)(=O)NC(C(=O)OCC)(C(=O)OCC)CCC1=CC=C(C=C1)C(CCCCC1=CC=CC=C1)=O (diethyl 2-acetamido-2-{2-[4-(1-oxo-5-phenylpentyl)phenyl]ethyl}malonate). The yield is 61.1%. RXN SMILES: [C:1]([NH:4][CH:5]([C:11]([O:13][CH2:14][CH3:15])=[O:12])[C:6]([O:8][CH2:9][CH3:10])=[O:7])(=[O:3])[CH3:2].[O-]CC.[Na+].I[CH2:21][CH2:22][C:23]1[CH:28]=[CH:27][C:26]([C:29](=[O:40])[CH2:30][CH2:31][CH2:32][CH2:33][C:34]2[CH:39]=[CH:38][CH:37]=[CH:36][CH:35]=2)=[CH:25][CH:24]=1.O>C(O)C.O1CCCC1>[C:1]([NH:4][C:5]([CH2:21][CH2:22][C:23]1[CH:28]=[CH:27][C:26]([C:29](=[O:40])[CH2:30][CH2:31][CH2:32][CH2:33][C:34]2[CH:39]=[CH:38][CH:37]=[CH:36][CH:35]=2)=[CH:25][CH:24]=1)([C:11]([O:13][CH2:14][CH3:15])=[O:12])[C:6]([O:8][CH2:9][CH3:10])=[O:7])(=[O:3])[CH3:2] |f:1.2|. Reported procedure: A solution of diethyl 2-acetamidomalonate (30.6 g), sodium ethoxide (7.6 g) and molecular sieves 3A (5.5 g) in ethanol (80 ml) was stirred at room temperature for 20 hours. A solution of 1-[4-(2-iodoethyl)phenyl]-5-phenylpentan-1-one (18.4 g) in tetrahydrofuran (60 ml) was added thereto over 10 minutes and the mixture was refluxed under heating for 15 hours. The reaction mixture was poured into water (200 ml) and extracted with ethyl acetate. The organic layer was washed with saturated brine, dr... The reactants are BrC=1C(=C2N(CCN(C2)C(=O)OC(C)(C)C)C1Cl)C(N)=O (tert-butyl 7-bromo-8-carbamoyl-6-chloro-3,4-dihydropyrrolo[1,2-a]pyrazine-2(1H)-carboxylate), C1(=CC=CC=C1)B(O)O (benzeneboronic acid), O (water), C([O-])([O-])=O.[Cs+].[Cs+] (caesium carbonate), complex. The reagents and catalysts are C1=CC=C(C=C1)P([C-]2C=CC=C2)C3=CC=CC=C3.C1=CC=C(C=C1)P([C-]2C=CC=C2)C3=CC=CC=C3.Cl[Pd]Cl.[Fe+2] (1,1′-bis(diphenylphosphino)ferrocenedichloropalladium). Run in O1CCCC1 (tetrahydrofuran), ClCCl (dichloromethane). Conditions: temperature 100 celsius, time 6 hour. The product is C(N)(=O)C=1C(=C(N2C1CN(CC2)C(=O)OC(C)(C)C)Cl)C2=CC=CC=C2 (tert-butyl 8-carbamoyl-6-chloro-7-phenyl-3,4-dihydropyrrolo[1,2-a]pyrazine-2(1H)-carboxylate). Isolated yield 40.0%. Reaction SMILES: Br[C:2]1[C:3]([C:19](=[O:21])[NH2:20])=[C:4]2[CH2:9][N:8]([C:10]([O:12][C:13]([CH3:16])([CH3:15])[CH3:14])=[O:11])[CH2:7][CH2:6][N:5]2[C:17]=1[Cl:18].[C:22]1(B(O)O)[CH:27]=[CH:26][CH:25]=[CH:24][CH:23]=1.O.C(=O)([O-])[O-].[Cs+].[Cs+]>O1CCCC1.C1C=CC(P(C2C=CC=CC=2)[C-]2C=CC=C2)=CC=1.C1C=CC(P(C2C=CC=CC=2)[C-]2C=CC=C2)=CC=1.Cl[Pd]Cl.[Fe+2].ClCCl>[C:19]([C:3]1[C:2]([C:22]2[CH:27]=[CH:26][CH:25]=[CH:24][CH:23]=2)=[C:17]([Cl:18])[N:5]2[CH2:6][CH2:7][N:8]([C:10]([O:12][C:13]([CH3:16])([CH3:15])[CH3:14])=[O:11])[CH2:9][C:4]=12)(=[O:21])[NH2:20] |f:3.4.5,7.8.9.10|. Reported procedure: To a solution under nitrogen of 3.78 g (9.98 mmol) of tert-butyl 7-bromo-8-carbamoyl-6-chloro-3,4-dihydropyrrolo[1,2-a]pyrazine-2(1H)-carboxylate in 160 ml of tetrahydrofuran are added 1.34 g (11.0 mmol) of benzeneboronic acid (CAS 98-80-6), 8 ml of water, 9.76 g (30.0 mmol) of caesium carbonate and 0.98 g (1.20 mmol) of a complex of 1,1′-bis(diphenylphosphino)ferrocenedichloropalladium (II) and dichloromethane (PdCl2(dppf).CH2Cl2—CAS 95464-05-4). The mixture is stirred for 6 hours at 100° C. an... The reactants are C(C)OC(C(CCCC1=CC2=CC(=C(C=C2C=C1)O)N1S(NC(C1)=O)(=O)=O)C)=O (5-[6-hydroxy-7-(1,1,4-trioxo-1,2,5-thiadiazolidin-2-yl)-naphthalen-2-yl]-2-methylpentanoic acid ethyl ester). Solvent: CO (MeOH). Yields the product COC(C(CCCC1=CC2=CC(=C(C=C2C=C1)O)N1S(NC(C1)=O)(=O)=O)C)=O (5-[6-Hydroxy-7-(1,1,4-trioxo-1,2,5-thiadiazolidin-2-yl)-naphthalen-2-yl]-2-methylpentanoic acid methyl ester). As a reaction SMILES: [CH2:1]([O:3][C:4](=[O:29])[CH:5]([CH3:28])[CH2:6][CH2:7][CH2:8][C:9]1[CH:18]=[CH:17][C:16]2[C:11](=[CH:12][C:13]([N:20]3[CH2:24][C:23](=[O:25])[NH:22][S:21]3(=[O:27])=[O:26])=[C:14]([OH:19])[CH:15]=2)[CH:10]=1)C>CO>[CH3:1][O:3][C:4](=[O:29])[CH:5]([CH3:28])[CH2:6][CH2:7][CH2:8][C:9]1[CH:18]=[CH:17][C:16]2[C:11](=[CH:12][C:13]([N:20]3[CH2:24][C:23](=[O:25])[NH:22][S:21]3(=[O:26])=[O:27])=[C:14]([OH:19])[CH:15]=2)[CH:10]=1. Reported procedure: The title compound is prepared analogously to Example 32, step B, starting from 5-[6-hydroxy-7-(1,1,4-trioxo-1,2,5-thiadiazolidin-2-yl)-naphthalen-2-yl]-2-methylpentanoic acid ethyl ester (Example 9-4) and the reaction is performed in solvent MeOH instead of i-PrOH: Retention time=1.17 min (Method A); (M−H)−=405. Product: COCOc1ccc(OC)c(-c2ccc(CC(NC(=O)c3c(Cl)cccc3Cl)C(=O)OC)cc2)c1OC. Reactants: COC(=O)C(Cc1ccc(OS(=O)(=O)C(F)(F)F)cc1)NC(=O)c1c(Cl)cccc1Cl, COCOc1ccc(OC)c(B(O)O)c1OC. As a reaction SMILES: [CH3:18][O:19][C:20]([CH:21]([NH:22][C:23]([c:24]1[c:25]([Cl:31])[cH:26][cH:27][cH:28][c:29]1[Cl:30])=[O:32])[CH2:33][c:34]1[cH:35][cH:36][c:37]([O:40][S:41]([C:42]([F:43])([F:44])[F:45])(=[O:46])=[O:47])[cH:38][cH:39]1)=[O:48].[CH3:1][O:2][c:3]1[c:4]([B:15]([OH:16])[OH:17])[c:5]([O:13][CH3:14])[cH:6][cH:7][c:8]1[O:9][CH2:10][O:11][CH3:12]>>[CH3:1][O:2][c:3]1[c:4](-[c:37]2[cH:36][cH:35][c:34]([CH2:33][CH:21]([C:20]([O:19][CH3:18])=[O:48])[NH:22][C:23]([c:24]3[c:25]([Cl:31])[cH:26][cH:27][cH:28][c:29]3[Cl:30])=[O:32])[cH:39][cH:38]2)[c:5]([O:13][CH3:14])[cH:6][cH:7][c:8]1[O:9][CH2:10][O:11][CH3:12]. Reactants: CCC(Br)C(=O)C(C)(C)C, CCC(CC)(c1ccc(O)c(C)c1)c1ccc2cc(C(=O)OC)ccc2c1, ClCCl, [K+], [K+], O=C([O-])[O-], CN(C)C=O. Product: CCC(Oc1ccc(C(CC)(CC)c2ccc3cc(C(=O)OC)ccc3c2)cc1C)C(=O)C(C)(C)C. As a reaction SMILES: [Br:1][CH:2]([C:3]([C:4]([CH3:5])([CH3:6])[CH3:7])=[O:8])[CH2:9][CH3:10].[CH3:11][O:12][C:13](=[O:14])[c:15]1[cH:16][c:17]2[cH:18][cH:19][c:20]([C:25]([CH2:26][CH3:27])([c:28]3[cH:29][c:30]([CH3:35])[c:31]([OH:34])[cH:32][cH:33]3)[CH2:36][CH3:37])[cH:21][c:22]2[cH:23][cH:24]1.[Cl:49][CH2:50][Cl:51].[K+:38].[K+:39].[O-:40][C:41]([O-:42])=[O:43].[O:44]=[CH:45][N:46]([CH3:47])[CH3:48]>>[CH:2]([C:3]([C:4]([CH3:5])([CH3:6])[CH3:7])=[O:8])([CH2:9][CH3:10])[O:34][c:31]1[c:30]([CH3:35])[cH:29][c:28]([C:25]([c:20]2[cH:19][cH:18][c:17]3[cH:16][c:15]([C:13]([O:12][CH3:11])=[O:14])[cH:24][cH:23][c:22]3[cH:21]2)([CH2:26][CH3:27])[CH2:36][CH3:37])[cH:33][cH:32]1. The reactants are N([C@@H](CCCCNC(=O)OCC1=CC=CC=C1)C(=O)N[C@@H](CC(N)=O)C(=O)N[C@@H](C)C(=O)OCC1=CC=CC=C1)C(=O)OC(C)(C)C (Boc-Lys(Z)-Asn-Ala-OBzl), NN (H2NNH2). Run in CO (MeOH). The product is N[C@@H](CCCCNC(=O)OCC1=CC=CC=C1)C(=O)N[C@@H](CC(N)=O)C(=O)N[C@@H](C)C(=O)NN (Lys(Z)-Asn-Ala-NHNH2). RXN SMILES: [NH:1](C(OC(C)(C)C)=O)[C@H:2]([C:18]([NH:20][C@H:21]([C:26]([NH:28][C@H:29]([C:31]([O:33]CC1C=CC=CC=1)=O)[CH3:30])=[O:27])[CH2:22][C:23](=[O:25])[NH2:24])=[O:19])[CH2:3][CH2:4][CH2:5][CH2:6][NH:7][C:8]([O:10][CH2:11][C:12]1[CH:17]=[CH:16][CH:15]=[CH:14][CH:13]=1)=[O:9].[NH2:48][NH2:49]>CO>[NH2:1][C@H:2]([C:18]([NH:20][C@H:21]([C:26]([NH:28][C@H:29]([C:31]([NH:48][NH2:49])=[O:33])[CH3:30])=[O:27])[CH2:22][C:23](=[O:25])[NH2:24])=[O:19])[CH2:3][CH2:4][CH2:5][CH2:6][NH:7][C:8]([O:10][CH2:11][C:12]1[CH:13]=[CH:14][CH:15]=[CH:16][CH:17]=1)=[O:9]. Reported procedure: Box-Lys(Z)-Asn-Ala-OBzl (XXIV) (2.3g, 3.5 mmol) was dissolved in MeOH (20 ml) with heating and treated with H2NNH2 (1.1 ml) at 4° C for 72 hr. The precipitated product was filtered and washed with MeOH and ether, yield 1.0g (49.3%). The white powder was crystallized from DMF with isopropanol; mp 177°-180° C; [α]D25 -14.9° (c 1.5, DMF). Anal. Calcd for C26H41N7O8 (579.67): C, 53.87; H, 7.13; N, 16.91. Found: C, 53.75; H, 7.19; N, 17.00.